Task: describe an organic reaction: reactants, conditions, products, and yield. Dataset: the Open Reaction Database (ORD), a public repository of structured organic reaction records The reactants are C1(=CC=CC=C1)C (toluene), C(C)(C)(C)OC(C(C(CC)C)NC(C1=C(C(=CC=C1)F)SSC1=C(C=CC=C1F)C(NC(C(CC)C)C(=O)OC(C)(C)C)=O)=O)=O (2-[2-[2-(1-tert-butoxycarbonyl-2-methyl-butylcarbamoyl)-6-fluorophenyldisulfanyl]-3-fluoro- benzoylamino]-3-methylpentanoic acid tert butyl ester), C1(=CC=CC=C1)OC (anisole), FC(C(=O)O)(F)F (trifluoroacetic acid). The solvent is ClCCl (dichloromethane). Run at time 4 hour. The product is C(=O)(O)C(C(CC)C)NC(=O)C1=C(C(=CC=C1)F)SSC1=C(C(=O)NC(C(=O)O)C(CC)C)C=CC=C1F (2-{2-[2-(1-Carboxy-2-methyl-butylcarbamoyl) -6-fluoro-phenyldisulfanyl]-3-fluoro-benzoylamino}-3-methyl-pentanoic acid). The yield is 44.0%. RXN SMILES: C([O:5][C:6](=[O:46])[CH:7]([NH:12][C:13](=[O:45])[C:14]1[CH:19]=[CH:18][CH:17]=[C:16]([F:20])[C:15]=1[S:21][S:22][C:23]1[C:28]([F:29])=[CH:27][CH:26]=[CH:25][C:24]=1[C:30](=[O:44])[NH:31][CH:32]([C:37]([O:39]C(C)(C)C)=[O:38])[CH:33]([CH3:36])[CH2:34][CH3:35])[CH:8]([CH3:11])[CH2:9][CH3:10])(C)(C)C.C1(OC)C=CC=CC=1.FC(F)(F)C(O)=O.C1(C)C=CC=CC=1>ClCCl>[C:37]([CH:32]([NH:31][C:30]([C:24]1[CH:25]=[CH:26][CH:27]=[C:28]([F:29])[C:23]=1[S:22][S:21][C:15]1[C:16]([F:20])=[CH:17][CH:18]=[CH:19][C:14]=1[C:13]([NH:12][CH:7]([CH:8]([CH3:11])[CH2:9][CH3:10])[C:6]([OH:46])=[O:5])=[O:45])=[O:44])[CH:33]([CH3:36])[CH2:34][CH3:35])([OH:39])=[O:38]. Procedure details: To a solution of [S-(R*,R*)]-2-[2-[2-(1-tert-butoxycarbonyl-2-methyl-butylcarbamoyl)-6-fluorophenyldisulfanyl]-3-fluoro- benzoylamino]-3-methylpentanoic acid tert butyl ester (0.6 g ,0.8 mmol) and anisole (1 ml) in 10 mL dichloromethane at 0° C., was added dropwise 10 mL trifluoroacetic acid. The mixture was allowed to warm to ambient temperature. After 4 hours, 5 mL toluene was added and the solvents were removed in vacuo. The crude product was recrystallized from methanol/water to yield 0.2 g ... Reactants: CO, [H][H], Cc1c(NCCO)cccc1[N+](=O)[O-]. Yields the product Cc1c(N)cccc1NCCO. As a reaction SMILES: [CH3:17][OH:18].[H:15][H:16].[OH:1][CH2:2][CH2:3][NH:4][c:5]1[c:6]([CH3:14])[c:7]([N+:11]([O-:12])=[O:13])[cH:8][cH:9][cH:10]1>>[OH:1][CH2:2][CH2:3][NH:4][c:5]1[c:6]([CH3:14])[c:7]([NH2:11])[cH:8][cH:9][cH:10]1. Reactants: O=c1c(Cl)c(Cl)c(OCc2ccccc2)nn1Cc1ccccc1, Cc1ccccc1, CCOC(C)=O, OB(O)c1ccc(Cl)cc1, [Na+], [Na+], O=C([O-])[O-], c1ccc(P(c2ccccc2)(c2ccccc2)[Pd](P(c2ccccc2)(c2ccccc2)c2ccccc2)(P(c2ccccc2)(c2ccccc2)c2ccccc2)P(c2ccccc2)(c2ccccc2)c2ccccc2)cc1. Product: O=c1c(-c2ccc(Cl)cc2)c(Cl)c(OCc2ccccc2)nn1Cc1ccccc1. Reaction SMILES: [CH2:1]([c:2]1[cH:3][cH:4][cH:5][cH:6][cH:7]1)[n:8]1[n:9][c:10]([O:17][CH2:18][c:19]2[cH:20][cH:21][cH:22][cH:23][cH:24]2)[c:11]([Cl:16])[c:12]([Cl:15])[c:13]1=[O:14].[CH3:41][c:42]1[cH:43][cH:44][cH:45][cH:46][cH:47]1.[CH3:48][CH2:49][O:50][C:51](=[O:52])[CH3:53].[Cl:31][c:32]1[cH:33][cH:34][c:35]([B:38]([OH:39])[OH:40])[cH:36][cH:37]1.[Na+:25].[Na+:26].[O-:27][C:28](=[O:29])[O-:30].[cH:54]1[cH:55][cH:56][c:57]([P:58]([Pd:59]([P:60]([c:61]2[cH:62][cH:63][cH:64][cH:65][cH:66]2)([c:67]2[cH:68][cH:69][cH:70][cH:71][cH:72]2)[c:73]2[cH:74][cH:75][cH:76][cH:77][cH:78]2)([P:79]([c:80]2[cH:81][cH:82][cH:83][cH:84][cH:85]2)([c:86]2[cH:87][cH:88][cH:89][cH:90][cH:91]2)[c:92]2[cH:93][cH:94][cH:95][cH:96][cH:97]2)[P:98]([c:99]2[cH:100][cH:101][cH:102][cH:103][cH:104]2)([c:105]2[cH:106][cH:107][cH:108][cH:109][cH:110]2)[c:111]2[cH:112][cH:113][cH:114][cH:115][cH:116]2)([c:117]2[cH:118][cH:119][cH:120][cH:121][cH:122]2)[c:123]2[cH:124][cH:125][cH:126][cH:127][cH:128]2)[cH:129][cH:130]1>>[CH2:1]([c:2]1[cH:3][cH:4][cH:5][cH:6][cH:7]1)[n:8]1[n:9][c:10]([O:17][CH2:18][c:19]2[cH:20][cH:21][cH:22][cH:23][cH:24]2)[c:11]([Cl:16])[c:12](-[c:35]2[cH:34][cH:33][c:32]([Cl:31])[cH:37][cH:36]2)[c:13]1=[O:14]. Reactants: Cl.NO (Hydroxylamine hydrochloride), BrC=1C=C2C(=CNC2=CC1)C=O (5-bromoindole-3-carbaldehyde), S(=O)(Cl)Cl (thionyl chloride), C1(=CC=CC=C1)C (toluene). Solvent: CO (methanol), CO (methanol), C(Cl)Cl (CH2Cl2), C1CCOC1 (THF). Product: BrC=1C=C2C(=CNC2=CC1)C#N (5-bromoindole-3-carbonitrile). The yield is 78.1%. Reaction SMILES: Cl.[NH2:2]O.[Br:4][C:5]1[CH:6]=[C:7]2[C:11](=[CH:12][CH:13]=1)[NH:10][CH:9]=[C:8]2[CH:14]=O.C1(C)C=CC=CC=1.S(Cl)(Cl)=O>CO.C(Cl)Cl.C1COCC1>[Br:4][C:5]1[CH:6]=[C:7]2[C:11](=[CH:12][CH:13]=1)[NH:10][CH:9]=[C:8]2[C:14]#[N:2] |f:0.1|. Procedure details: Hydroxylamine hydrochloride (4.5 g, 66 mmol) is add to a mixture of 5-bromoindole-3-carbaldehyde (14.7 g, 66 mmol, reference example 74) and methanol (100 mL). After 1 hour toluene (80 mL) and THF (30 mL) are added and the reaction concentrated. Additional toluene (80 mL) is added and the reaction is azeotroped again. The mixture is dissolved in toluene (200 mL) and thionyl chloride (12 mL, 165 mmol) added causing a mild exotherm. The reaction is placed in a 70° C. bath and heated for 45 minutes... Starting materials: FCC1CCN(CC1)C(=O)N1CCOC2=C(C1)C=C(C=C2)B(O)O ((4-{[4-(fluoromethyl)piperidin-1-yl]carbonyl}-2,3,4,5-tetrahydro-1,4-benzoxazepin-7-yl)boronic acid), O1CCOCC1 (dioxane), CCN(C(C)C)C(C)C (DIPEA), BrC=1C=CC2=C(NC(=N2)NC(C)=O)C1 (N-(6-bromo-1H-benzimidazol-2-yl)acetamide), 1,1-bis(diphenylphosphino]ferrocenepalladium. The solvent is O (water), C(C)(=O)OCC (ethyl acetate). Reaction conditions: temperature 85 celsius. Yields the product FCC1CCN(CC1)C(=O)N1CCOC2=C(C1)C=C(C=C2)C2=CC1=C(NC(=N1)NC(C)=O)C=C2 (N-[5-(4-{[4-(fluoromethyl)piperidin-1-yl]carbonyl}-2,3,4,5-tetrahydro-1,4-benzoxazepin-7-yl)-1H-benzimidazol-2-yl]acetamide). RXN SMILES: [F:1][CH2:2][CH:3]1[CH2:8][CH2:7][N:6]([C:9]([N:11]2[CH2:17][C:16]3[CH:18]=[C:19](B(O)O)[CH:20]=[CH:21][C:15]=3[O:14][CH2:13][CH2:12]2)=[O:10])[CH2:5][CH2:4]1.Br[C:26]1[CH:27]=[CH:28][C:29]2[N:33]=[C:32]([NH:34][C:35](=[O:37])[CH3:36])[NH:31][C:30]=2[CH:38]=1.O1CCOCC1.CCN(C(C)C)C(C)C>C(OCC)(=O)C.O>[F:1][CH2:2][CH:3]1[CH2:8][CH2:7][N:6]([C:9]([N:11]2[CH2:17][C:16]3[CH:18]=[C:19]([C:26]4[CH:27]=[CH:28][C:29]5[NH:33][C:32]([NH:34][C:35](=[O:37])[CH3:36])=[N:31][C:30]=5[CH:38]=4)[CH:20]=[CH:21][C:15]=3[O:14][CH2:13][CH2:12]2)=[O:10])[CH2:5][CH2:4]1. Reported procedure: (4-{[4-(fluoromethyl)piperidin-1-yl]carbonyl}-2,3,4,5-tetrahydro-1,4-benzoxazepin-7-yl)boronic acid (67.2 mg, 0.2 mmol), N-(6-bromo-1H-benzimidazol-2-yl)acetamide (34.8 mg, 0.14 mmol) and dichloro[1,1-bis(diphenylphosphino]ferrocenepalladium (II) dichloromethane adduct (6 mg) was taken into dioxane (0.5 mL) followed by addition of water (0.1 mL) and DIPEA (0.14 mL). The resulting mixture was heated in a sealable vessel at 85° C. for 12 h then cooled to room temperature. The mixture was diluted w...